From a dataset of the Open Reaction Database (ORD), a public repository of structured organic reaction records. describe an organic reaction: reactants, conditions, products, and yield Reactants: N12C(CC(CC1)CC2)C(=O)Cl (Quinuclidine-2-carbonyl chloride), N[C@@H]1CN(CC1)CCC1=CC=CC=C1 ((S)-3-amino-1-(2-phenylethyl)pyrrolidine). Product: C1(=CC=CC=C1)CCN1CC(CC1)NC(=O)[C@H]1N2CCC(C1)CC2 ((S)-N-(1-(2-phenylethyl)pyrrolidin-3-yl)quinuclidine-2-carboxamide). As a reaction SMILES: [N:1]12[CH2:8][CH2:7][CH:4]([CH2:5][CH2:6]1)[CH2:3][CH:2]2[C:9](Cl)=[O:10].[NH2:12][C@H:13]1[CH2:17][CH2:16][N:15]([CH2:18][CH2:19][C:20]2[CH:25]=[CH:24][CH:23]=[CH:22][CH:21]=2)[CH2:14]1>>[C:20]1([CH2:19][CH2:18][N:15]2[CH2:16][CH2:17][CH:13]([NH:12][C:9]([C@@H:2]3[CH2:3][CH:4]4[CH2:7][CH2:8][N:1]3[CH2:6][CH2:5]4)=[O:10])[CH2:14]2)[CH:21]=[CH:22][CH:23]=[CH:24][CH:25]=1. Procedure: Quinuclidine-2-carbonyl chloride and (S)-3-amino-1-(2-phenylethyl)pyrrolidine were reacted under the same conditions as in Example 53 to give (S)-N-(1-(2-phenylethyl)pyrrolidin-3-yl)quinuclidine-2-carboxamide.